This data is from the Open Reaction Database (ORD), a public repository of structured organic reaction records. The task is: describe an organic reaction: reactants, conditions, products, and yield Reactants: Cl.NCC1=CC(CC2=C(C=CC=C12)OC)C1=CC=CC=C1 (1-aminomethyl-5-methoxy-3-phenyl-3,4-dihydronaphthalene hydrochloride), [H][H] (hydrogen). Reagents/catalysts: [Pd] (palladium). Run in C(C)O (ethanol). Conditions: time 8 hour. The product is Cl.NC[C@@H]1C[C@@H](CC2=C(C=CC=C12)OC)C1=CC=CC=C1 ([1R,3S] 1-aminomethyl-5-methoxy-3-phenyl-1,2,3,4-tetrahydronaphthalene hydrochloride). Yield: 72.1%. As a reaction SMILES: [ClH:1].[NH2:2][CH2:3][C:4]1[C:13]2[C:8](=[C:9]([O:14][CH3:15])[CH:10]=[CH:11][CH:12]=2)[CH2:7][CH:6]([C:16]2[CH:21]=[CH:20][CH:19]=[CH:18][CH:17]=2)[CH:5]=1.[H][H]>C(O)C.[Pd]>[ClH:1].[NH2:2][CH2:3][C@H:4]1[C:13]2[C:8](=[C:9]([O:14][CH3:15])[CH:10]=[CH:11][CH:12]=2)[CH2:7][C@@H:6]([C:16]2[CH:21]=[CH:20][CH:19]=[CH:18][CH:17]=2)[CH2:5]1 |f:0.1,5.6|. Reported procedure: To 0.22 g (0.73 mmol) of 1-aminomethyl-5-methoxy-3-phenyl-3,4-dihydronaphthalene hydrochloride, from Step 2, of Example 2, in 5 mL of absolute ethanol, was added 0.05 g of 10% palladium supported on carbon. The reaction mixture was sealed under a blanket of hydrogen and stirred overnight at ambient temperature. The reaction mixture was flushed with nitrogen before it was filtered through Celite filter aid and washed with 15 mL of absolute ethanol and 15 mL of methylene chloride. The filtrate was... The reactants are C(C=C)OC(CN1N=CN=C1)C1=C(C=C(C=C1)Cl)Cl (1-(2',4'-dichlorophenyl)-2-(1,2,4-triazol-1-yl)-ethyl allyl ether), [N+](=O)(O)[O-] (nitric acid). The solvent is C(Cl)(Cl)Cl (chloroform). Product: [N+](=O)(O)[O-].C(C=C)OC(CN1N=CN=C1)C1=C(C=C(C=C1)Cl)Cl (1-(2',4'-dichlorophenyl)-2-(1,2,4-triazol-1-yl)-ethyl allyl ether nitrate). The yield is 95.0%. As a reaction SMILES: [CH2:1]([O:4][CH:5]([C:12]1[CH:17]=[CH:16][C:15]([Cl:18])=[CH:14][C:13]=1[Cl:19])[CH2:6][N:7]1[CH:11]=[N:10][CH:9]=[N:8]1)[CH:2]=[CH2:3].[N+:20]([O-:23])([OH:22])=[O:21]>C(Cl)(Cl)Cl>[N+:20]([O-:23])([OH:22])=[O:21].[CH2:1]([O:4][CH:5]([C:12]1[CH:17]=[CH:16][C:15]([Cl:18])=[CH:14][C:13]=1[Cl:19])[CH2:6][N:7]1[CH:11]=[N:10][CH:9]=[N:8]1)[CH:2]=[CH2:3] |f:3.4|. Reported procedure: 29.5 g (0.1 mole) of 1-(2',4'-dichlorophenyl)-2-(1,2,4-triazol-1-yl)-ethyl allyl ether were dissolved in 200 ml of chloroform and 6.4 g of 95% strength nitric acid were added. The crystallization of the salt was completed by adding 250 ml of ether. After filtering off and drying, 34 g (95% of theory) of 1-(2',4'-dichlorophenyl)-2-(1,2,4-triazol-1-yl)-ethyl allyl ether nitrate of melting point 131° C. were obtained.